From a dataset of the Open Reaction Database (ORD), a public repository of structured organic reaction records. describe an organic reaction: reactants, conditions, products, and yield Starting materials: OCC(C)N1C(=C(C=2C1=NC=CC2)C(=O)OC(C)(C)C)C (tert-butyl 1-(1-hydroxypropan-2-yl)-2-methyl-1H-pyrrolo[2,3-b]pyridine-3-carboxylate). Run in C(Cl)Cl (CH2Cl2). The product is CC1=C(C=2C(=NC=CC2)N1C(C=O)C)C(=O)OC(C)(C)C (tert-butyl 2-methyl-1-(1-oxopropan-2-yl)-1H-pyrrolo[2,3-b]pyridine-3-carboxylate). The yield is 52.9%. As a reaction SMILES: [OH:1][CH2:2][CH:3]([N:5]1[C:9]2=[N:10][CH:11]=[CH:12][CH:13]=[C:8]2[C:7]([C:14]([O:16][C:17]([CH3:20])([CH3:19])[CH3:18])=[O:15])=[C:6]1[CH3:21])[CH3:4]>C(Cl)Cl>[CH3:21][C:6]1[N:5]([CH:3]([CH3:4])[CH:2]=[O:1])[C:9]2=[N:10][CH:11]=[CH:12][CH:13]=[C:8]2[C:7]=1[C:14]([O:16][C:17]([CH3:18])([CH3:20])[CH3:19])=[O:15]. Procedure details: To tert-butyl 1-(1-hydroxypropan-2-yl)-2-methyl-1H-pyrrolo[2,3-b]pyridine-3-carboxylate (380 mg, 1.31 mmol) in CH2Cl2 (5 ml) were added DMP (610.6 mg, 1.44 mmol) at 25° C. for 18 h. After the reaction completed, the solution was purified by silica gel and concentrated under reduced pressure to give tert-butyl 2-methyl-1-(1-oxopropan-2-yl)-1H-pyrrolo[2,3-b]pyridine-3-carboxylate as a white oil (200 mg, yield 53%). The reactants are C1(CCCCC1)CCCC(=O)O (4-cyclohexylbutyric acid), [H-].[Al+3].[Li+].[H-].[H-].[H-] (lithium aluminum hydride). Solvent: CCOCC (ether). Yields the product C1(CCCCC1)CCCCO (4-cyclohexyl-1-butanol). As a reaction SMILES: [CH:1]1([CH2:7][CH2:8][CH2:9][C:10](O)=[O:11])[CH2:6][CH2:5][CH2:4][CH2:3][CH2:2]1.[H-].[Al+3].[Li+].[H-].[H-].[H-]>CCOCC>[CH:1]1([CH2:7][CH2:8][CH2:9][CH2:10][OH:11])[CH2:6][CH2:5][CH2:4][CH2:3][CH2:2]1 |f:1.2.3.4.5.6|. Procedure details: 4-cyclohexylbutyric acid (Aldrich) is reduced with excess lithium aluminum hydride in ether to yield 4-cyclohexyl-1-butanol (D. S. Hiers and R. Adams, J. Am. Chem. Soc., 48 2385 (1926)) which is cloro-methylated with hydrogen chloride and formaldehyde to yield the desired compound. The reactants are C, COc1cc2c(cc1OC)OCCC(C(=O)N1CCN(C(=O)c3cc(OC)c(OC)c(OC)c3)CC1)=C2, CO, [Pd]. Product: COc1cc2c(cc1OC)OCCC(C(=O)N1CCN(C(=O)c3cc(OC)c(OC)c(OC)c3)CC1)C2. Reaction SMILES: [C:38].[CH3:1][O:2][c:3]1[c:4]([O:36][CH3:37])[cH:5][c:6]2[c:7]([cH:35]1)[CH:8]=[C:9]([C:13](=[O:14])[N:15]1[CH2:16][CH2:17][N:18]([C:21]([c:22]3[cH:23][c:24]([O:32][CH3:33])[c:25]([O:30][CH3:31])[c:26]([O:28][CH3:29])[cH:27]3)=[O:34])[CH2:19][CH2:20]1)[CH2:10][CH2:11][O:12]2.[CH3:40][OH:41].[Pd:39]>>[CH3:1][O:2][c:3]1[c:4]([O:36][CH3:37])[cH:5][c:6]2[c:7]([cH:35]1)[CH2:8][CH:9]([C:13](=[O:14])[N:15]1[CH2:16][CH2:17][N:18]([C:21]([c:22]3[cH:23][c:24]([O:32][CH3:33])[c:25]([O:30][CH3:31])[c:26]([O:28][CH3:29])[cH:27]3)=[O:34])[CH2:19][CH2:20]1)[CH2:10][CH2:11][O:12]2. The reactants are CS(=O)(=O)O, CC1(C)OCC(CO)O1, COCCO, Oc1ccc(F)cc1, [Na], O. Yields the product CC1(C)OCC(COc2ccc(F)cc2)O1. As a reaction SMILES: [CH3:15][S:16]([OH:17])(=[O:18])=[O:19].[CH3:20][C:21]1([CH3:28])[O:22][CH2:23][CH:24]([CH2:26][OH:27])[O:25]1.[CH3:2][O:3][CH2:4][CH2:5][OH:6].[F:7][c:8]1[cH:9][cH:10][c:11]([OH:14])[cH:12][cH:13]1.[Na:1].[OH2:29]>>[F:7][c:8]1[cH:9][cH:10][c:11]([O:14][CH2:26][CH:24]2[CH2:23][O:22][C:21]([CH3:20])([CH3:28])[O:25]2)[cH:12][cH:13]1. Reactants: CCOC(=O)C1(c2ccccc2)CCN(C2CCN(C(=O)c3cc(C)cc(C)c3)C(Cc3ccccc3)C2)CC1, [Na+], C1COCCO1, [OH-]. Yields the product Cc1cc(C)cc(C(=O)N2CCC(N3CCC(C(=O)O)(c4ccccc4)CC3)CC2Cc2ccccc2)c1. Reaction SMILES: [CH3:1][c:2]1[cH:3][c:4]([C:5](=[O:6])[N:7]2[CH:8]([CH2:30][c:31]3[cH:32][cH:33][cH:34][cH:35][cH:36]3)[CH2:9][CH:10]([N:13]3[CH2:14][CH2:15][C:16]([C:19](=[O:20])[O:21][CH2:22][CH3:23])([c:24]4[cH:25][cH:26][cH:27][cH:28][cH:29]4)[CH2:17][CH2:18]3)[CH2:11][CH2:12]2)[cH:37][c:38]([CH3:40])[cH:39]1.[Na+:42].[O:43]1[CH2:44][CH2:45][O:46][CH2:47][CH2:48]1.[OH-:41]>>[CH3:1][c:2]1[cH:3][c:4]([C:5](=[O:6])[N:7]2[CH:8]([CH2:30][c:31]3[cH:32][cH:33][cH:34][cH:35][cH:36]3)[CH2:9][CH:10]([N:13]3[CH2:14][CH2:15][C:16]([C:19](=[O:20])[OH:21])([c:24]4[cH:25][cH:26][cH:27][cH:28][cH:29]4)[CH2:17][CH2:18]3)[CH2:11][CH2:12]2)[cH:37][c:38]([CH3:40])[cH:39]1.